From a dataset of the Open Reaction Database (ORD), a public repository of structured organic reaction records. describe an organic reaction: reactants, conditions, products, and yield Reactants: [Mn](=O)(=O)(=O)[O-].[K+] (potassium permanganate), [OH-].[NH4+] (ammonium hydroxide), Cl[O-].[Na+] (sodium hypochlorite), [OH-].[Na+] (sodium hydroxide), SC=1SC2=C(N1)C=CC(=C2)[N+](=O)[O-] (2-mercapto-6-nitrobenzothiazole). Run in O (H2O). Run at temperature 25 celsius, time 0.5 hour. Product: [N+](=O)([O-])C1=CC2=C(N=C(S2)S(=O)(=O)N)C=C1 (6-nitro-2-benzothiazolesulfonamide). RXN SMILES: [OH-:1].[NH4+:2].Cl[O-:4].[Na+].[OH-].[Na+].[SH:8][C:9]1[S:10][C:11]2[CH:17]=[C:16]([N+:18]([O-:20])=[O:19])[CH:15]=[CH:14][C:12]=2[N:13]=1.[Mn]([O-])(=O)(=O)=O.[K+]>O>[N+:18]([C:16]1[CH:15]=[CH:14][C:12]2[N:13]=[C:9]([S:8]([NH2:2])(=[O:4])=[O:1])[S:10][C:11]=2[CH:17]=1)([O-:20])=[O:19] |f:0.1,2.3,4.5,7.8|. Procedure: To ammonium hydroxide (14.8M) (90 ml.) were added dropwise simultaneously sodium hypochlorite solution (5.25%) (42.4 ml.) and a solution of sodium hydroxide (1.2 g., 0.03 mole) and 2-mercapto-6-nitrobenzothiazole (6.37 g., 0.03 mole) in H2O (80 ml.) with stirring at <5° C. After 1/2 hr. the precipitated solid was collected by suction filtration and washed well with ice-H2O. The wet solid was suspended in acetone (120 ml.) with stirring at 25° C., treated with glacial acetic acid (2.4 ml.), then ... Conditions: time 4 day. Solvent: C(Cl)Cl (methylene chloride). Yields the product C(C1=CC=CC=C1)OC(=O)NC([C@H](N)[C@@H](OC(C)(C)C)C)=O (N-benzyloxycarbonyl-O-tert-butyl-D-threonineamide). Reaction SMILES: OS(O)(=O)=O.[CH3:6][C:7](=[CH2:9])[CH3:8].[CH2:10]([O:17][C:18]([NH:20][C:21](=[O:27])[C@@H:22]([C@H:24]([CH3:26])[OH:25])[NH2:23])=[O:19])[C:11]1[CH:16]=[CH:15][CH:14]=[CH:13][CH:12]=1.C(=O)=O.CC(C)=O>C(Cl)Cl>[CH2:10]([O:17][C:18]([NH:20][C:21](=[O:27])[C@@H:22]([C@H:24]([CH3:26])[O:25][C:7]([CH3:9])([CH3:8])[CH3:6])[NH2:23])=[O:19])[C:11]1[CH:12]=[CH:13][CH:14]=[CH:15][CH:16]=1 |f:3.4|. Procedure: Concentrated H2SO4 (0.1 ml) and isobutylene (35 ml, 390 mmol) are added to a suspension of N-benzyloxycarbonyl-D-threonineamide (4.2 g, 16.6 mmol) in methylene chloride (35 ml) kept in a pressure resistant vessel cooled with dry ice/acetone. The reaction vessel is sealed and the temperature is allowed to raise up to the room value. After 4 days, excess isobutylene is evaporated off and the organic solution is washed with aqueous 5% Na2CO3 (3×30 ml), 5% citric acid (20 ml) and then with water up ... Starting materials: C(=O)=O.CC(=O)C (dry ice acetone), OS(=O)(=O)O (H2SO4), CC(C)=C (isobutylene), C(C1=CC=CC=C1)OC(=O)NC([C@H](N)[C@@H](O)C)=O (N-benzyloxycarbonyl-D-threonineamide). The yield is 90.3%. Reactants: BrC1=CC=C(C=C1)S(=O)(=O)Cl (4-bromobenzenesulfonyl chloride), [F-].[K+] (KF), C1COCCOCCOCCOCCOCCO1 (18-crown-6). The solvent is CC#N (CH3CN). Reaction conditions: time 8 hour. Product: BrC1=CC=C(C=C1)S(=O)(=O)F (4-bromobenzenesulfonyl Fluoride). RXN SMILES: [Br:1][C:2]1[CH:7]=[CH:6][C:5]([S:8](Cl)(=[O:10])=[O:9])=[CH:4][CH:3]=1.[F-:12].[K+].C1OCCOCCOCCOCCOCCOC1>CC#N>[Br:1][C:2]1[CH:7]=[CH:6][C:5]([S:8]([F:12])(=[O:10])=[O:9])=[CH:4][CH:3]=1 |f:1.2|. Procedure details: To a solution of 4-bromobenzenesulfonyl chloride (2.29 g, 9 mmol) in CH3CN (45 mL) was added KF (2.1 g, 36 mmol) and 18-crown-6 (0.5 g), then the mixture was stirred at room temperature overnight. The mixture was quenched with aqueous water and extracted with EtOAc, the organic layer was washed with brine, dried over anhydrous Na2SO4, concentrated to give the crude product which was purified by column to give the reagent R-10a (1.6 g, 74.4%) as a pale yellow solid. ESI-MS (M+1): 239.2 calc. for ... The reactants are O=C([O-])O, CN1c2ccccc2Sc2c(C=O)cccc21, CCOCC, CO, CCOC(OCC)OCC, [Na+]. Product: CCOC(OCC)c1cccc2c1Sc1ccccc1N2C. RXN SMILES: [C:28](=[O:29])([O-:30])[OH:31].[CH3:11][N:12]1[c:13]2[cH:14][cH:15][cH:16][cH:17][c:18]2[S:19][c:20]2[c:21]([CH:26]=[O:27])[cH:22][cH:23][cH:24][c:25]21.[CH3:33][CH2:34][O:35][CH2:36][CH3:37].[CH3:38][OH:39].[CH:1]([O:2][CH2:3][CH3:4])([O:5][CH2:6][CH3:7])[O:8][CH2:9][CH3:10].[Na+:32]>>[CH:1]([O:5][CH2:6][CH3:7])([O:8][CH2:9][CH3:10])[c:21]1[c:20]2[c:25]([cH:24][cH:23][cH:22]1)[N:12]([CH3:11])[c:13]1[cH:14][cH:15][cH:16][cH:17][c:18]1[S:19]2. Reaction SMILES: COC1C=[C:7]([C:9]2[CH:14]=[CH:13][C:12](N)=[C:11]([O:16]C)[CH:10]=2)[CH:6]=[CH:5][C:4]=1N.[OH-].[Na+]>>[CH:10]1[C:9]2[C:14](=[CH:4][CH:5]=[CH:6][CH:7]=2)[CH:13]=[CH:12][C:11]=1[OH:16] |f:1.2|. Conditions: time 30 minute. Procedure details: Silica particles were derivatized with o-dianisidine by Method No. 2. After drying, 1.0 gm of the carrier was diazotized with sodium nitrite. After diazotization the derivative was washed several times with borate (0.03M) buffered saline (0.15M) pH 8.0. The derivative was then reacted with 1.5 ml of T4 antisera (titer 1:10000) at 4°C. with stirring. The pH was maintained between 8.0 - 8.5 with 0.1N NaOH. After 30 minutes the pH stabilized at 8.2 and the reaction was stirred slowly at 4°C. overni... Product: C1=C(C=CC2=CC=CC=C12)O (β-napthol). The reactants are COC1=C(C=CC(=C1)C2=CC(=C(C=C2)N)OC)N (o-dianisidine), [OH-].[Na+] (NaOH).